The task is: describe an organic reaction: reactants, conditions, products, and yield. This data is from the Open Reaction Database (ORD), a public repository of structured organic reaction records. The reactants are BrC(Br)(Br)Br, CC(C)(C)[Si](C)(C)OCc1c(CCO)c2cc(Cl)ccc2n1C(c1ccccc1)c1ccccc1, ClCCl, c1ccc(P(CCCP(c2ccccc2)c2ccccc2)c2ccccc2)cc1. Product: CC(C)(C)[Si](C)(C)OCc1c(CCBr)c2cc(Cl)ccc2n1C(c1ccccc1)c1ccccc1. As a reaction SMILES: [Br:65][C:66]([Br:67])([Br:68])[Br:69].[CH:1]([c:2]1[cH:3][cH:4][cH:5][cH:6][cH:7]1)([c:8]1[cH:9][cH:10][cH:11][cH:12][cH:13]1)[n:14]1[c:15]([CH2:27][O:28][Si:29]([CH3:30])([CH3:31])[C:32]([CH3:33])([CH3:34])[CH3:35])[c:16]([CH2:24][CH2:25][OH:26])[c:17]2[cH:18][c:19]([Cl:23])[cH:20][cH:21][c:22]12.[Cl:70][CH2:71][Cl:72].[c:36]1([P:37]([c:38]2[cH:39][cH:40][cH:41][cH:42][cH:43]2)[CH2:44][CH2:45][CH2:46][P:47]([c:48]2[cH:49][cH:50][cH:51][cH:52][cH:53]2)[c:54]2[cH:55][cH:56][cH:57][cH:58][cH:59]2)[cH:60][cH:61][cH:62][cH:63][cH:64]1>>[CH:1]([c:2]1[cH:3][cH:4][cH:5][cH:6][cH:7]1)([c:8]1[cH:9][cH:10][cH:11][cH:12][cH:13]1)[n:14]1[c:15]([CH2:27][O:28][Si:29]([CH3:30])([CH3:31])[C:32]([CH3:33])([CH3:34])[CH3:35])[c:16]([CH2:24][CH2:25][Br:65])[c:17]2[cH:18][c:19]([Cl:23])[cH:20][cH:21][c:22]12.